This data is from the Open Reaction Database (ORD), a public repository of structured organic reaction records. The task is: describe an organic reaction: reactants, conditions, products, and yield Reactants: CC(NC(=O)Cc1cc(F)cc(F)c1)C(=O)O, COC(=O)C(N)c1ccc2cc(OC)ccc2c1. Yields the product COC(=O)C(NC(=O)C(C)NC(=O)Cc1cc(F)cc(F)c1)c1ccc2cc(OC)ccc2c1. As a reaction SMILES: [F:1][c:2]1[cH:3][c:4]([CH2:9][C:10](=[O:11])[NH:12][CH:13]([CH3:14])[C:15](=[O:16])[OH:17])[cH:5][c:6]([F:8])[cH:7]1.[NH2:18][CH:19]([C:20](=[O:21])[O:22][CH3:23])[c:24]1[cH:25][c:26]2[cH:27][cH:28][c:29]([O:34][CH3:35])[cH:30][c:31]2[cH:32][cH:33]1>>[F:1][c:2]1[cH:3][c:4]([CH2:9][C:10](=[O:11])[NH:12][CH:13]([CH3:14])[C:15](=[O:17])[NH:18][CH:19]([C:20](=[O:21])[O:22][CH3:23])[c:24]2[cH:25][c:26]3[cH:27][cH:28][c:29]([O:34][CH3:35])[cH:30][c:31]3[cH:32][cH:33]2)[cH:5][c:6]([F:8])[cH:7]1.